Task: describe an organic reaction: reactants, conditions, products, and yield. Dataset: the Open Reaction Database (ORD), a public repository of structured organic reaction records Starting materials: Nc1ncc(Br)cn1, O=C([O-])[O-], CNC1CCCCC1NC, CN(C)C=O, [Cu]I, [K+], [K+], c1cn[nH]c1. The product is Nc1ncc(-n2cccn2)cn1. Reaction SMILES: [Br:6][c:7]1[cH:8][n:9][c:10]([NH2:13])[n:11][cH:12]1.[C:24](=[O:25])([O-:26])[O-:27].[CH3:14][NH:15][CH:16]1[CH2:17][CH2:18][CH2:19][CH2:20][CH:21]1[NH:22][CH3:23].[CH3:30][N:31]([CH3:32])[CH:33]=[O:34].[Cu:35][I:36].[K+:28].[K+:29].[nH:1]1[n:2][cH:3][cH:4][cH:5]1>>[n:1]1(-[c:7]2[cH:8][n:9][c:10]([NH2:13])[n:11][cH:12]2)[n:2][cH:3][cH:4][cH:5]1. Reactants: OC=1C(=NC2=CC=CC=C2N1)CCC(=O)N1CCC(CC1)C(C1=CC=CC=C1)C1=CC=CC=C1 (3-(3-hydroxyquinoxaline-2-yl)-1-(4-(diphenylmethyl)piperidyl)propane-1-one), C(C)O (Ethanol), S(=O)(=O)([O-])[O-].[Na+].[Na+] (sodium sulfate), [H-].[Al+3].[Li+].[H-].[H-].[H-] (lithium aluminum hydride). The solvent is O1CCCC1 (tetrahydrofuran). Conditions: time 8 hour. Product: C1(=CC=CC=C1)C(C1CCN(CC1)CCCC=1C(=NC2=CC=CC=C2N1)O)C1=CC=CC=C1 (3-(3-(4-(diphenylmethyl)piperidyl)propyl)quinoxaline-2-ol). The yield is 57.1%. RXN SMILES: [OH:1][C:2]1[C:3]([CH2:12][CH2:13][C:14]([N:16]2[CH2:21][CH2:20][CH:19]([CH:22]([C:29]3[CH:34]=[CH:33][CH:32]=[CH:31][CH:30]=3)[C:23]3[CH:28]=[CH:27][CH:26]=[CH:25][CH:24]=3)[CH2:18][CH2:17]2)=O)=[N:4][C:5]2[C:10]([N:11]=1)=[CH:9][CH:8]=[CH:7][CH:6]=2.[H-].[Al+3].[Li+].[H-].[H-].[H-].C(O)C.S([O-])([O-])(=O)=O.[Na+].[Na+]>O1CCCC1>[C:23]1([CH:22]([C:29]2[CH:30]=[CH:31][CH:32]=[CH:33][CH:34]=2)[CH:19]2[CH2:18][CH2:17][N:16]([CH2:14][CH2:13][CH2:12][C:3]3[C:2]([OH:1])=[N:11][C:10]4[C:5]([N:4]=3)=[CH:6][CH:7]=[CH:8][CH:9]=4)[CH2:21][CH2:20]2)[CH:28]=[CH:27][CH:26]=[CH:25][CH:24]=1 |f:1.2.3.4.5.6,8.9.10|. Procedure details: Under argon atmosphere, 3-(3-hydroxyquinoxaline-2-yl)-1-(4-(diphenylmethyl)piperidyl)propane-1-one (700 mg) was dissolved in tetrahydrofuran (17 ml), and lithium aluminum hydride (100 mg) was added to the solution, followed by stirring the mixture overnight at room temperature and then at 60° C. for 2 hours. Ethanol and saturated aqueous sodium sulfate solution were added to the reaction mixture under cooling in ice, and the generated precipitates were removed by filtration, followed by concentr... Reactants: OO (H2O2), [O-][Si](=O)[O-].[Na+].[Na+] (sodium water glass), OO (hydrogen peroxide), N(C(=O)C)C1=CC=CC=2C(C3=CC=CC=C3CC12)=O (4-acetamino-anthrone). Run in O (water). Product: N(C(=O)C)C1=CC=CC=2C(C3=CC=CC=C3C(C12)=O)=O (1-acetamino-anthraquinone). Yield: 94.3%. RXN SMILES: [NH:1]([C:5]1[C:18]2[CH2:17][C:16]3[C:11](=[CH:12][CH:13]=[CH:14][CH:15]=3)[C:10](=[O:19])[C:9]=2[CH:8]=[CH:7][CH:6]=1)[C:2]([CH3:4])=[O:3].[O-:20][Si]([O-])=O.[Na+].[Na+].OO>O>[NH:1]([C:5]1[C:18]2[C:17](=[O:20])[C:16]3[C:11](=[CH:12][CH:13]=[CH:14][CH:15]=3)[C:10](=[O:19])[C:9]=2[CH:8]=[CH:7][CH:6]=1)[C:2]([CH3:4])=[O:3] |f:1.2.3|. Procedure: 125.5 g (0.5 mole) of 4-acetamino-anthrone in 1.5 liters of water are warmed to 70°. 50 ml of sodium water glass are added (d = 1.35) and 400 ml of a hydrogen peroxide solution which contains 80 g of H2O2 per liter are then allowed to run in dropwise in the course of 1 hour. Appropriately, a slight stream of nitrogen is passed over the surface during the reaction. The mixture is then stirred at between 70° and 90° C until no further starting material is found in a sample which is withdrawn and e... Starting materials: OC=1C=C2C=CC(=CC2=CC1)B(O)O (6-hydroxynaphthalen-2-ylboronic acid), ClC1=CC=C(N=N1)C(=O)OC (methyl 6-chloropyridazine-3-carboxylate). The product is OC=1C=C2C=CC(=CC2=CC1)C1=CC=C(N=N1)C(=O)O (6-(6-hydroxynaphthalen-2-yl)pyridazine-3-carboxylic acid). As a reaction SMILES: [OH:1][C:2]1[CH:3]=[C:4]2[C:9](=[CH:10][CH:11]=1)[CH:8]=[C:7](B(O)O)[CH:6]=[CH:5]2.Cl[C:16]1[N:21]=[N:20][C:19]([C:22]([O:24]C)=[O:23])=[CH:18][CH:17]=1>>[OH:1][C:2]1[CH:3]=[C:4]2[C:9](=[CH:10][CH:11]=1)[CH:8]=[C:7]([C:16]1[N:21]=[N:20][C:19]([C:22]([OH:24])=[O:23])=[CH:18][CH:17]=1)[CH:6]=[CH:5]2. Procedure: Followed the two step procedure described for Example 7 starting from 6-hydroxynaphthalen-2-ylboronic acid and methyl 6-chloropyridazine-3-carboxylate. 1H-NMR (DMSO-d6 500 MHz): 10.16 (s, 1H), 8.71 (d, J=5.0 Hz, 1H), 8.51-8.48 (m, 1H), 8.30-8.23 (m, 2H), 7.97-7.86 (m, 2H), 7.23-7.19 (m, 2H). MS (ESI): m/z 267.0 [M+1]+. As a reaction SMILES: [Cl:1][C:2]1[CH:7]=[CH:6][C:5]([C:8]2[N:9]([CH2:14][CH:15]([OH:20])[C:16]([F:19])([F:18])[F:17])[C:10](=[O:13])[NH:11][N:12]=2)=[CH:4][CH:3]=1.C(=O)([O-])[O-].[Cs+].[Cs+].Cl.[Br:28][C:29]1[CH:30]=[N:31][CH:32]=[C:33]([CH2:35]Cl)[CH:34]=1.O>CN(C=O)C>[Br:28][C:29]1[CH:34]=[C:33]([CH2:35][N:11]2[C:10](=[O:13])[N:9]([CH2:14][CH:15]([OH:20])[C:16]([F:18])([F:19])[F:17])[C:8]([C:5]3[CH:6]=[CH:7][C:2]([Cl:1])=[CH:3][CH:4]=3)=[N:12]2)[CH:32]=[N:31][CH:30]=1 |f:1.2.3,4.5|. Reactants: ClC1=CC=C(C=C1)C=1N(C(NN1)=O)CC(C(F)(F)F)O (5-(4-Chlorophenyl)-4-(3,3,3-trifluoro-2-hydroxypropyl)-2,4-dihydro-3H-1,2,4-triazol-3-one), C([O-])([O-])=O.[Cs+].[Cs+] (cesium carbonate), Cl.BrC=1C=NC=C(C1)CCl (3-bromo-5-(chloromethyl)pyridine hydrochloride), C([O-])([O-])=O.[Cs+].[Cs+] (cesium carbonate), Cl.BrC=1C=NC=C(C1)CCl (3-bromo-5-(chloromethyl)-pyridine hydrochloride), O (water). Reaction conditions: temperature 40 celsius, time 20 hour. Run in CN(C)C=O (DMF). Procedure: 300 mg (0.98 mmol) of the compound from Example 4A and 953 mg (2.93 mmol) of cesium carbonate were dissolved in 4 ml of DMF, and 261 mg (1.10 mmol) of 3-bromo-5-(chloromethyl)-pyridine hydrochloride were added. The mixture was stirred initially at 40° C. for 20 h and then at 70° C. for 24 h. To bring the reaction to completion, a further 130 mg (0.55 mmol) of 3-bromo-5-(chloromethyl)pyridine hydrochloride and 450 mg (1.38 mmol) of cesium carbonate were then added, and the reaction was stirred at... The product is BrC=1C=C(C=NC1)CN1N=C(N(C1=O)CC(C(F)(F)F)O)C1=CC=C(C=C1)Cl (2-[(5-Bromopyridin-3-yl)methyl]-5-(4-chlorophenyl)-4-(3,3,3-trifluoro-2-hydroxypropyl)-2,4-di-hydro-3H-1,2,4-triazol-3-one). Reactants: C1(=CC=CC=C1)SC1=CC=C(C=C1)C(C)=NOCCO (2-[1-(4-phenylthiophenyl)ethylideneaminooxy]ethanol), N(=NC(=O)OCC)C(=O)OCC (diethyl azodicarboxylate), OC1=CC=C(CC2C(N(C(S2)=O)C(C2=CC=CC=C2)(C2=CC=CC=C2)C2=CC=CC=C2)=O)C=C1 (5-(4-hydroxybenzyl)-3-tritylthiazolidine-2,4-dione), C1(=CC=CC=C1)P(C1=CC=CC=C1)C1=CC=CC=C1 (triphenylphosphine). The product is C1(=CC=CC=C1)SC1=CC=C(C=C1)C(C)=NOCCOC1=CC=C(CC2C(N(C(S2)=O)C(C2=CC=CC=C2)(C2=CC=CC=C2)C2=CC=CC=C2)=O)C=C1 (5-(4-{2-[1-(4-Phenylthiophenyl)ethylideneaminooxy]ethoxy}benzyl)-3-tritylthiazolidine-2,4-dione). Isolated yield 88.5%. As a reaction SMILES: [C:1]1([S:7][C:8]2[CH:13]=[CH:12][C:11]([C:14](=[N:16][O:17][CH2:18][CH2:19][OH:20])[CH3:15])=[CH:10][CH:9]=2)[CH:6]=[CH:5][CH:4]=[CH:3][CH:2]=1.O[C:22]1[CH:54]=[CH:53][C:25]([CH2:26][CH:27]2[S:31][C:30](=[O:32])[N:29]([C:33]([C:46]3[CH:51]=[CH:50][CH:49]=[CH:48][CH:47]=3)([C:40]3[CH:45]=[CH:44][CH:43]=[CH:42][CH:41]=3)[C:34]3[CH:39]=[CH:38][CH:37]=[CH:36][CH:35]=3)[C:28]2=[O:52])=[CH:24][CH:23]=1.C1(P(C2C=CC=CC=2)C2C=CC=CC=2)C=CC=CC=1.N(C(OCC)=O)=NC(OCC)=O>>[C:1]1([S:7][C:8]2[CH:13]=[CH:12][C:11]([C:14](=[N:16][O:17][CH2:18][CH2:19][O:20][C:22]3[CH:54]=[CH:53][C:25]([CH2:26][CH:27]4[S:31][C:30](=[O:32])[N:29]([C:33]([C:46]5[CH:51]=[CH:50][CH:49]=[CH:48][CH:47]=5)([C:40]5[CH:41]=[CH:42][CH:43]=[CH:44][CH:45]=5)[C:34]5[CH:39]=[CH:38][CH:37]=[CH:36][CH:35]=5)[C:28]4=[O:52])=[CH:24][CH:23]=3)[CH3:15])=[CH:10][CH:9]=2)[CH:6]=[CH:5][CH:4]=[CH:3][CH:2]=1. Procedure: Following a procedure similar to that described in Example 1(a), but using 862 mg of 2-[1-(4-phenylthiophenyl)ethylideneaminooxy]ethanol (prepared as described in Preparation 36), 1.40 g of 5-(4-hydroxybenzyl)-3-tritylthiazolidine-2,4-dione, 866 mg of triphenylphosphine and 549 mg of diethyl azodicarboxylate, 1.95 g of the title compound were obtained as a foam-like solid. The reactants are ClC(Cl)Cl, Cc1ccc(S(=O)(=O)N2C(CCCCCl)CCC2c2ccc(F)cc2)cc1, c1c[nH]cn1. The product is Cc1ccc(S(=O)(=O)N2C(CCCCn3ccnc3)CCC2c2ccc(F)cc2)cc1. RXN SMILES: [CH:33]([Cl:34])([Cl:35])[Cl:36].[Cl:1][CH2:2][CH2:3][CH2:4][CH2:5][CH:6]1[N:7]([S:18](=[O:19])(=[O:20])[c:21]2[cH:22][cH:23][c:24]([CH3:27])[cH:25][cH:26]2)[CH:8]([c:11]2[cH:12][cH:13][c:14]([F:17])[cH:15][cH:16]2)[CH2:9][CH2:10]1.[nH:28]1[cH:29][n:30][cH:31][cH:32]1>>[CH2:2]([CH2:3][CH2:4][CH2:5][CH:6]1[N:7]([S:18](=[O:19])(=[O:20])[c:21]2[cH:22][cH:23][c:24]([CH3:27])[cH:25][cH:26]2)[CH:8]([c:11]2[cH:12][cH:13][c:14]([F:17])[cH:15][cH:16]2)[CH2:9][CH2:10]1)[n:28]1[cH:29][n:30][cH:31][cH:32]1. The reactants are CCOC(=O)CC(O)(CC(=O)OCC)C(=O)OCC, CCO, [Na+], [OH-], O. The product is CCOC(=O)CC(O)(CC(=O)O)C(=O)OCC. Reaction SMILES: [C:1]([CH2:2][C:3]([OH:4])([C:5](=[O:6])[O:7][CH2:8][CH3:9])[CH2:10][C:11](=[O:12])[O:13][CH2:14][CH3:15])(=[O:16])[O:17][CH2:18][CH3:19].[CH3:22][CH2:23][OH:24].[Na+:21].[OH-:20].[OH2:25]>>[C:1]([CH2:2][C:3]([OH:4])([C:5](=[O:6])[O:7][CH2:8][CH3:9])[CH2:10][C:11](=[O:12])[OH:13])(=[O:16])[O:17][CH2:18][CH3:19].